Task: describe an organic reaction: reactants, conditions, products, and yield. Dataset: the Open Reaction Database (ORD), a public repository of structured organic reaction records The reactants are ClC1=C(N)C(=CC(=C1)C)[N+](=O)[O-] (2-chloro-4-methyl-6-nitroaniline), S(O)(O)(=O)=O (sulfuric acid), N(=O)[O-].[Na+] (sodium nitrite). Run in C(C)O (ethanol), O (water). Conditions: time 0.5 hour. Product: ClC=1C=C(C=C(C1)[N+](=O)[O-])C (3-Chloro-5-nitrotoluene). Isolated yield 92.0%. Reaction SMILES: [Cl:1][C:2]1[CH:8]=[C:7]([CH3:9])[CH:6]=[C:5]([N+:10]([O-:12])=[O:11])[C:3]=1N.S(=O)(=O)(O)O.N([O-])=O.[Na+]>C(O)C.O>[Cl:1][C:2]1[CH:8]=[C:7]([CH3:9])[CH:6]=[C:5]([N+:10]([O-:12])=[O:11])[CH:3]=1 |f:2.3|. Procedure: To a stirred mixture of 2-chloro-4-methyl-6-nitroaniline (7.39 g, 39.7 mM) and concentrated sulfuric acid (6.2 mL) in absolute ethanol (50 mL) at 0°-5° C. was slowly added a solution of sodium nitrite (6.85 g, 99.3 mM) in water (6 mL). The temperature of the reaction mixture was not allowed to exceed 5° C. during the addition. After the addition was completed, the reaction mixture was stirred at room temperature for 0.5 hr and then at reflux until the evolution of gas from the reaction mixture c...